This data is from the Open Reaction Database (ORD), a public repository of structured organic reaction records. The task is: describe an organic reaction: reactants, conditions, products, and yield The reactants are ClC1=C(C=NC2=CC(=C(C=C12)OC)OC)C#N (4-chloro-6,7-dimethoxy-3-quinolinecarbonitrile), product, NC=1C=C2C=CNC2=CC1 (5-aminoindole), Cl.N1=CC=CC=C1 (pyridine hydrochloride). The solvent is C(C)OCCO (2-ethoxyethanol). Yields the product N1C=CC2=CC(=CC=C12)NC1=C(C=NC2=CC(=C(C=C12)OC)OC)C#N (4-(1H-Indol-5-ylamino)-6,7-Dimethoxy-quinoline-3-carbonitrile). RXN SMILES: Cl[C:2]1[C:11]2[C:6](=[CH:7][C:8]([O:14][CH3:15])=[C:9]([O:12][CH3:13])[CH:10]=2)[N:5]=[CH:4][C:3]=1[C:16]#[N:17].[NH2:18][C:19]1[CH:20]=[C:21]2[C:25](=[CH:26][CH:27]=1)[NH:24][CH:23]=[CH:22]2.Cl.N1C=CC=CC=1>C(OCCO)C>[NH:24]1[C:25]2[C:21](=[CH:20][C:19]([NH:18][C:2]3[C:11]4[C:6](=[CH:7][C:8]([O:14][CH3:15])=[C:9]([O:12][CH3:13])[CH:10]=4)[N:5]=[CH:4][C:3]=3[C:16]#[N:17])=[CH:27][CH:26]=2)[CH:22]=[CH:23]1 |f:2.3|. Reported procedure: Using an analogous procedure to that described in Example 141, 248.7 mg (1 mmol) of 4-chloro-6,7-dimethoxy-3-quinolinecarbonitrile, 158.6 mg (1.2 mmol) of 5-aminoindole and 115.6 mg (1 mmol) of pyridine hydrochloride in 10 mL of 2-ethoxyethanol was refluxed for 0.5 hr. The work up gave 338.7 mg (98.5%) of the product as a yellow solid, m.p.>250° C., mass (electrospray, m/e): M+H 344.9. HRCIMS: calcd 344.127 for C20H16N4O2 (M+), obsd 344.1277. The solvent is COC(C)(C)C (t-butyl methyl ether), COC(C)(C)C (t-butyl methyl ether). Procedure: A suspension of 4.5 g of methoxymethyl-triphenylphosphonium chloride in 40 ml of t-butyl methyl ether was treated within 3 minutes with 1.5 g of potassium t-butylate while gassing with argon at -10° C. and the solution was stirred for a further 1 hour at 0°-5° C. The suspension was then treated dropwise within 5 minutes at 0° C. with a solution of 2.0 g of [trans-4-(p-cyanophenyl)cyclohexyl]acetaldehyde in 20 ml of t-butyl methyl ether and the mixture was stirred for a further 2 hours at room te... Run at time 1 hour. Product: residue, COC=CC[C@@H]1CC[C@H](CC1)C1=CC=C(C#N)C=C1 (p-[trans-4-(3-methoxy-2-propenyl)cyclohexyl]benzonitrile). Starting materials: [Cl-].COC[P+](C1=CC=CC=C1)(C1=CC=CC=C1)C1=CC=CC=C1 (methoxymethyl-triphenylphosphonium chloride), C(#N)C1=CC=C(C=C1)[C@@H]1CC[C@H](CC1)CC=O ([trans-4-(p-cyanophenyl)cyclohexyl]acetaldehyde), O (water), potassium t-butylate. RXN SMILES: [Cl-].[CH3:2][O:3][CH2:4][P+](C1C=CC=CC=1)(C1C=CC=CC=1)C1C=CC=CC=1.[C:24]([C:26]1[CH:31]=[CH:30][C:29]([C@H:32]2[CH2:37][CH2:36][C@H:35]([CH2:38][CH:39]=O)[CH2:34][CH2:33]2)=[CH:28][CH:27]=1)#[N:25].O>COC(C)(C)C>[CH3:2][O:3][CH:4]=[CH:39][CH2:38][C@H:35]1[CH2:34][CH2:33][C@H:32]([C:29]2[CH:28]=[CH:27][C:26]([C:24]#[N:25])=[CH:31][CH:30]=2)[CH2:37][CH2:36]1 |f:0.1|. The yield is 90.8%. The reactants are C1COCCO1, Cl, COC(=O)c1ccc(-c2cc(-c3ccc(C(F)(F)F)cc3CN(Cc3cc(C(F)(F)F)cc(C(F)(F)F)c3)C(=O)OC)c(OC)cc2F)c(Cl)c1, [Li+], [OH-], O, O. The product is COC(=O)N(Cc1cc(C(F)(F)F)cc(C(F)(F)F)c1)Cc1cc(C(F)(F)F)ccc1-c1cc(-c2ccc(C(=O)O)cc2Cl)c(F)cc1OC. As a reaction SMILES: [CH2:57]1[O:58][CH2:59][CH2:60][O:61][CH2:62]1.[ClH:56].[F:1][C:2]([c:3]1[cH:4][c:5]([CH2:6][N:7]([C:8](=[O:9])[O:10][CH3:11])[CH2:12][c:13]2[c:14](-[c:23]3[cH:24][c:25](-[c:32]4[c:33]([Cl:42])[cH:34][c:35]([C:38](=[O:39])[O:40][CH3:41])[cH:36][cH:37]4)[c:26]([F:31])[cH:27][c:28]3[O:29][CH3:30])[cH:15][cH:16][c:17]([C:19]([F:20])([F:21])[F:22])[cH:18]2)[cH:43][c:44]([C:46]([F:47])([F:48])[F:49])[cH:45]1)([F:50])[F:51].[Li+:54].[OH-:53].[OH2:52].[OH2:55]>>[F:1][C:2]([c:3]1[cH:4][c:5]([CH2:6][N:7]([C:8](=[O:9])[O:10][CH3:11])[CH2:12][c:13]2[c:14](-[c:23]3[cH:24][c:25](-[c:32]4[c:33]([Cl:42])[cH:34][c:35]([C:38](=[O:39])[OH:40])[cH:36][cH:37]4)[c:26]([F:31])[cH:27][c:28]3[O:29][CH3:30])[cH:15][cH:16][c:17]([C:19]([F:20])([F:21])[F:22])[cH:18]2)[cH:43][c:44]([C:46]([F:47])([F:48])[F:49])[cH:45]1)([F:50])[F:51]. Reactants: CCO, Cc1cccc(CC(=O)NC(C)C)c1[N+](=O)[O-]. The product is Cc1cccc(CC(=O)NC(C)C)c1N. As a reaction SMILES: [CH3:18][CH2:19][OH:20].[CH3:1][c:2]1[c:3]([N+:15]([O-:16])=[O:17])[c:4]([CH2:8][C:9](=[O:10])[NH:11][CH:12]([CH3:13])[CH3:14])[cH:5][cH:6][cH:7]1>>[CH3:1][c:2]1[c:3]([NH2:15])[c:4]([CH2:8][C:9](=[O:10])[NH:11][CH:12]([CH3:13])[CH3:14])[cH:5][cH:6][cH:7]1. Starting materials: CC1(C)CC=C(Br)CC1, CS(C)=O, [Cu]I, [K+], [K+], [K+], Nc1ncccc1-c1ccc(O)cc1, O=C(O)c1ccccn1, O=P([O-])([O-])[O-]. The product is CC1(C)CC=C(Oc2ccc(-c3cccnc3N)cc2)CC1. RXN SMILES: [Br:32][C:33]1=[CH:34][CH2:35][C:36]([CH3:39])([CH3:40])[CH2:37][CH2:38]1.[CH3:43][S:44]([CH3:45])=[O:46].[Cu:41][I:42].[K+:29].[K+:30].[K+:31].[NH2:10][c:11]1[n:12][cH:13][cH:14][cH:15][c:16]1-[c:17]1[cH:18][cH:19][c:20]([OH:23])[cH:21][cH:22]1.[OH:1][C:2]([c:3]1[n:4][cH:5][cH:6][cH:7][cH:8]1)=[O:9].[P:24]([O-:25])([O-:26])([O-:27])=[O:28]>>[NH2:10][c:11]1[n:12][cH:13][cH:14][cH:15][c:16]1-[c:17]1[cH:18][cH:19][c:20]([O:23][C:33]2=[CH:34][CH2:35][C:36]([CH3:39])([CH3:40])[CH2:37][CH2:38]2)[cH:21][cH:22]1. As a reaction SMILES: [CH3:18][O:19][C:20](=[O:21])[CH2:22][CH2:24][SH:23].[CH3:29][N:30]([CH3:31])[CH:32]=[O:33].[ClH:27].[F:1][c:2]1[c:3]([C:9]2([CH2:12][n:13]3[n:14][cH:15][n:16][cH:17]3)[O:10][CH2:11]2)[cH:4][cH:5][c:6]([F:8])[cH:7]1.[H-:25].[Na+:26].[OH2:28]>>[F:1][c:2]1[c:3]([C:9]([OH:10])([CH2:11][SH:23])[CH2:12][n:13]2[n:14][cH:15][n:16][cH:17]2)[cH:4][cH:5][c:6]([F:8])[cH:7]1. Yields the product OC(CS)(Cn1cncn1)c1ccc(F)cc1F. Reactants: COC(=O)CCS, CN(C)C=O, Cl, Fc1ccc(C2(Cn3cncn3)CO2)c(F)c1, [H-], [Na+], O. Starting materials: ClC1(C(NCC(CC1)(C)C)=O)Cl (3,3-dichloro-6,6-dimethyl-2-oxoperhydroazepine), [H][H] (hydrogen). The reagents and catalysts are [Pd] (Pd/C). The solvent is C(C)(=O)O (acetic acid). The product is ClC1C(NCC(CC1)(C)C)=O (3-chloro-6,6-dimethyl-2-oxoperhydroazepine). Isolated yield 99.5%. As a reaction SMILES: [Cl:1][C:2]1(Cl)[CH2:8][CH2:7][C:6]([CH3:10])([CH3:9])[CH2:5][NH:4][C:3]1=[O:11].[H][H]>C(O)(=O)C.[Pd]>[Cl:1][CH:2]1[CH2:8][CH2:7][C:6]([CH3:9])([CH3:10])[CH2:5][NH:4][C:3]1=[O:11]. Procedure: 3.0 g (14.3 mmoles) of 3,3-dichloro-6,6-dimethyl-2-oxoperhydroazepine were dissolved in 300 ml of glacial acetic acid and shaked at 40 psi of hydrogen with 1.9 g of 10% Pd/C. When the theoretical amount of hydrogen was consumed the catalyst was filtered off and the filtrate evaporated in vacuo to yield 2.5 g of the title compound.